Task: describe an organic reaction: reactants, conditions, products, and yield. Dataset: the Open Reaction Database (ORD), a public repository of structured organic reaction records Reactants: COC1=CC=C(CN2N=CC=3C2=NC=CC3OC3=C(C=C(C=C3)NC(=S)NC(CC3=CC=CC=C3)=O)F)C=C1 (1-(4-(1-(4-methoxybenzyl)-1H-pyrazolo[3,4-b]pyridin-4-yloxy)-3-fluorophenyl)-3-(2-phenylacetyl)thiourea), FC(C(=O)O)(F)F (2,2,2-trifluoroacetic acid). Conditions: temperature 65 celsius. Product: N1N=CC=2C1=NC=CC2OC2=C(C=C(C=C2)NC(=S)NC(CC2=CC=CC=C2)=O)F (N-(4-(1H-pyrazolo[3,4-b]pyridin-4-yloxy)-3-fluorophenylcarbamothioyl)-2-phenylacetamide). Reaction SMILES: COC1C=CC(C[N:8]2[C:12]3=[N:13][CH:14]=[CH:15][C:16]([O:17][C:18]4[CH:23]=[CH:22][C:21]([NH:24][C:25]([NH:27][C:28](=[O:36])[CH2:29][C:30]5[CH:35]=[CH:34][CH:33]=[CH:32][CH:31]=5)=[S:26])=[CH:20][C:19]=4[F:37])=[C:11]3[CH:10]=[N:9]2)=CC=1.FC(F)(F)C(O)=O>>[NH:8]1[C:12]2=[N:13][CH:14]=[CH:15][C:16]([O:17][C:18]3[CH:23]=[CH:22][C:21]([NH:24][C:25]([NH:27][C:28](=[O:36])[CH2:29][C:30]4[CH:31]=[CH:32][CH:33]=[CH:34][CH:35]=4)=[S:26])=[CH:20][C:19]=3[F:37])=[C:11]2[CH:10]=[N:9]1. Procedure: A stirred mixture of 1-(4-(1-(4-methoxybenzyl)-1H-pyrazolo[3,4-b]pyridin-4-yloxy)-3-fluorophenyl)-3-(2-phenylacetyl)thiourea (0.630 g, 1.16 mmol) and 2,2,2-trifluoroacetic acid (TFA) (1.79 mL, 23.3 mmol) was heated to 65° C. for 3 hours under N2. The mixture was concentrated in vacuo using toluene (3×5 mL) to azeotrope residual TFA. The residue was partitioned between saturated aqueous NaHCO3 (10 mL) and EtOAc (10 mL). The phases were separated, and the organic phase washed with brine (10 mL), d... The reactants are CC(C)(C)OC(=O)N1CC(OCc2ccccc2)CC1C(C)(C)O[SiH2]C(C)(C)C, CCOC(C)=O. Product: CC(C)(C)OC(=O)N1CC(O)CC1C(C)(C)O[SiH2]C(C)(C)C. As a reaction SMILES: [C:1]([CH3:2])([CH3:3])([CH3:4])[O:5][C:6](=[O:7])[N:8]1[CH:9]([C:21]([O:22][SiH2:23][C:24]([CH3:25])([CH3:26])[CH3:27])([CH3:28])[CH3:29])[CH2:10][CH:11]([O:13][CH2:14][c:15]2[cH:16][cH:17][cH:18][cH:19][cH:20]2)[CH2:12]1.[CH3:30][CH2:31][O:32][C:33](=[O:34])[CH3:35]>>[C:1]([CH3:2])([CH3:3])([CH3:4])[O:5][C:6](=[O:7])[N:8]1[CH:9]([C:21]([O:22][SiH2:23][C:24]([CH3:25])([CH3:26])[CH3:27])([CH3:28])[CH3:29])[CH2:10][CH:11]([OH:13])[CH2:12]1. Starting materials: 3h, COC(=C)C (2-Methoxypropene), BrCC(=O)C1=CC(=C(C=C1)O)CO (2-bromo-1-[4-hydroxy-3-(hydroxymethyl)phenyl]ethanone), C1(=CC=C(C=C1)S(=O)(=O)O)C (toluene-4-sulphonic acid). Solvent: C(Cl)Cl (CH2Cl2). Yields the product BrCC(=O)C1=CC2=C(OC(OC2)(C)C)C=C1 (2-Bromo-1-(2,2-dimethyl-1,3-benzodioxan-6-yl)ethanone). Yield: 82.5%. As a reaction SMILES: CO[C:3]([CH3:5])=[CH2:4].[Br:6][CH2:7][C:8]([C:10]1[CH:15]=[CH:14][C:13]([OH:16])=[C:12]([CH2:17][OH:18])[CH:11]=1)=[O:9].C1(C)C=CC(S(O)(=O)=O)=CC=1>C(Cl)Cl>[Br:6][CH2:7][C:8]([C:10]1[CH:15]=[CH:14][C:13]2[O:16][C:3]([CH3:5])([CH3:4])[O:18][CH2:17][C:12]=2[CH:11]=1)=[O:9]. Procedure details: 2-Methoxypropene (10 g) was added over 15 min to a stirred solution of 2-bromo-1-[4-hydroxy-3-(hydroxymethyl)phenyl]ethanone (5 g) and toluene-4-sulphonic acid (0.5 g) in CH2Cl2 (100 ml) at 23°. The mixture was stirred for 3h, filtered through a wad of triethylamine-deactivated silica and evaporated to give an oil. Purification by [FCTS] (300 g) [E] afforded the title compound as an oil (4.8 g) with solidified on cooling. A small sample was crystallised from light petroleum (b.p. 60-80°) to give... Reactants: product A1, C1(=C(C=CC=C1)C1=NSC(=N1)N1CCNCC1)C (1-(3-o-tolyl-1,2,4-thiadiazol-5-yl)-piperazine), Cl.COC1=CC=C(C=2CC(OC21)(C)C)C2=NN(C([C@@H]1CC=CC[C@H]21)=O)C2=CC=C(C=C2)C(=O)N2CCN(CC2)C\C=C\C2=CC=CC=C2 ((4aS,8aR)-4-(7-methoxy-2,2-dimethyl-2,3-dihydro-benzofuran-4-yl)-2-(4-{1-[4-((E)-3-phenyl-allyl)-piperazin-1-yl]-methanoyl}-phenyl)-4a,5,8,8a-tetrahydro-2H-phthalazin-1-one hydrochloride). The product is Cl.COC=1C=C(C=CC1OC)C1=NN(C([C@@H]2CC=CC[C@H]12)=O)C1=CC=C(C=C1)C(=O)N1CCN(CC1)C1=NC(=NS1)C1=C(C=CC=C1)C ((4aS,8aR)-4-(3,4-Dimethoxyphenyl)-2-(4-{1-[4-(3-o-tolyl-1,2,4-thiadiazol-5-yl)-piperazin-1-yl]-methanoyl}-phenyl)-4a,5,8,8a-tetrahydro-2H-phthalazin-1-one hydrochloride). As a reaction SMILES: [C:1]1([CH3:18])[CH:6]=[CH:5][CH:4]=[CH:3][C:2]=1[C:7]1[N:11]=[C:10]([N:12]2[CH2:17][CH2:16][NH:15][CH2:14][CH2:13]2)[S:9][N:8]=1.[ClH:19].[CH3:20][O:21][C:22]1[C:30]2[O:29][C:28](C)(C)C[C:26]=2[C:25]([C:33]2[C@@H:42]3[C@@H:37]([CH2:38][CH:39]=[CH:40][CH2:41]3)[C:36](=[O:43])[N:35]([C:44]3[CH:49]=[CH:48][C:47]([C:50](N4CCN(C/C=C/C5C=CC=CC=5)CC4)=[O:51])=[CH:46][CH:45]=3)[N:34]=2)=[CH:24][CH:23]=1>>[ClH:19].[CH3:28][O:29][C:30]1[CH:26]=[C:25]([C:33]2[C@@H:42]3[C@@H:37]([CH2:38][CH:39]=[CH:40][CH2:41]3)[C:36](=[O:43])[N:35]([C:44]3[CH:45]=[CH:46][C:47]([C:50]([N:15]4[CH2:16][CH2:17][N:12]([C:10]5[S:9][N:8]=[C:7]([C:2]6[CH:3]=[CH:4][CH:5]=[CH:6][C:1]=6[CH3:18])[N:11]=5)[CH2:13][CH2:14]4)=[O:51])=[CH:48][CH:49]=3)[N:34]=2)[CH:24]=[CH:23][C:22]=1[O:21][CH3:20] |f:1.2,3.4|. Procedure details: Prepared from intermediate product A1 and 1-(3-o-tolyl-1,2,4-thiadiazol-5-yl)-piperazine as described for compound 8. M.p. 115–118° C. Reactants: C(C)(C)(CC)C1=C(OC2=C(C(=O)OC)C=CC=C2)C=CC(=C1)C(C)(C)CC (methyl 2,4-di-(tert-amyl)phenoxybenzoate), [OH-].[K+] (potassium hydroxide), C(C)O (ethanol). Solvent: C(C)OCC (Diethyl ether). The product is C(C)(C)(CC)C1=C(OC2=C(C(=O)O)C=CC=C2)C=CC(=C1)C(C)(C)CC (2,4-di-(tert-amyl)phenoxybenzoic acid). As a reaction SMILES: [C:1]([C:6]1[CH:22]=[C:21]([C:23]([CH2:26][CH3:27])([CH3:25])[CH3:24])[CH:20]=[CH:19][C:7]=1[O:8][C:9]1[CH:18]=[CH:17][CH:16]=[CH:15][C:10]=1[C:11]([O:13]C)=[O:12])([CH2:4][CH3:5])([CH3:3])[CH3:2].[OH-].[K+].C(O)C>C(OCC)C>[C:1]([C:6]1[CH:22]=[C:21]([C:23]([CH2:26][CH3:27])([CH3:25])[CH3:24])[CH:20]=[CH:19][C:7]=1[O:8][C:9]1[CH:18]=[CH:17][CH:16]=[CH:15][C:10]=1[C:11]([OH:13])=[O:12])([CH2:4][CH3:5])([CH3:3])[CH3:2] |f:1.2|. Reported procedure: Next 2,4-di-(tert-amyl)phenoxybenzoic acid was prepared. A mixture of methyl 2,4-di-(tert-amyl)phenoxybenzoate (7.44 g, 20 mmol), potassium hydroxide (2.3 g, 40 mmol), and ethanol (60 mL) was heated at reflux for 4 h and then cooled to ambient. Diethyl ether (20 mL) was added, and the mixture was washed twice with 10% aqueous HCl. The organic layer was dried (Na2SO4) and the solvent was removed at reduced pressure to deposit a yellow solid. This crude product was purified by recrystallization fr...